Dataset: the Open Reaction Database (ORD), a public repository of structured organic reaction records. Task: describe an organic reaction: reactants, conditions, products, and yield The reactants are Cc1ccc2nc(N3CCC(OS(C)(=O)=O)C3)ccc2c1NC(=O)CC1CCCCC1, CC#N, NCCO. Product: Cc1ccc2nc(N3CCC(NCCO)C3)ccc2c1NC(=O)CC1CCCCC1. Reaction SMILES: [CH3:1][c:2]1[c:3]([NH:22][C:23]([CH2:24][CH:25]2[CH2:26][CH2:27][CH2:28][CH2:29][CH2:30]2)=[O:31])[c:4]2[cH:5][cH:6][c:7]([N:12]3[CH2:13][CH:14]([O:17][S:18]([CH3:19])(=[O:20])=[O:21])[CH2:15][CH2:16]3)[n:8][c:9]2[cH:10][cH:11]1.[CH3:36][C:37]#[N:38].[NH2:32][CH2:33][CH2:34][OH:35]>>[CH3:1][c:2]1[c:3]([NH:22][C:23]([CH2:24][CH:25]2[CH2:26][CH2:27][CH2:28][CH2:29][CH2:30]2)=[O:31])[c:4]2[cH:5][cH:6][c:7]([N:12]3[CH2:13][CH:14]([NH:32][CH2:33][CH2:34][OH:35])[CH2:15][CH2:16]3)[n:8][c:9]2[cH:10][cH:11]1. The reactants are NC1=C(C=C(OCCBr)C=C1)[N+](=O)[O-] (2-(4-amino-3-nitrophenoxy)ethyl bromide). Solvent: CCO (EtOH). The product is stannouschloride dihydrate, NC=1C=C(OCCBr)C=CC1N (2-(3,4-diaminophenoxy)ethyl bromide). Isolated yield 83.0%. As a reaction SMILES: [NH2:1][C:2]1[CH:11]=[CH:10][C:5]([O:6][CH2:7][CH2:8][Br:9])=[CH:4][C:3]=1[N+:12]([O-])=O>CCO>[NH2:12][C:3]1[CH:4]=[C:5]([CH:10]=[CH:11][C:2]=1[NH2:1])[O:6][CH2:7][CH2:8][Br:9]. Reported procedure: From a mixture of 2-(4-amino-3-nitrophenoxy)ethyl bromide (1.30 g, 5.0 mmol) and stannouschloride dihydrate (5.65 g, 25 mmol) in 95% EtOH (35 mL) was obtained 960 mg (83%) of 2-(3,4-diaminophenoxy)ethyl bromide as a pale powder. 1H NMR (CDCl3): 3.597 (t, 2H, J=6), 4.210 (t, 2H, J=6), 6.273 (dd, 1H, J=8; 3), 6.359 (d, 1H, J=3), 6.637 (d, 1H, J=8). The reactants are ClC1=CC=2C3=C(NC2C=C1)CCN(C3)C(=O)OCC3=CC=CC=C3 (Benzyl 8-chloro-3,4-dihydro-1H-pyrido[4,3-b]indole-2(5H)-carboxylate), BrC=C(C)C1=CC=NC=C1 (4-(1-Bromoprop-1-en-2-yl)pyridine), P(=O)([O-])([O-])[O-].[K+].[K+].[K+] (potassium phosphate), N1[C@H](C(=O)O)CCC1 (L-proline). The reagents and catalysts are [Cu]I (copper (I)iodide). Solvent: CN(C)C=O (DMF). Run at temperature 80 celsius. The product is ClC1=CC=2C3=C(N(C2C=C1)\C=C(/C)\C1=CC=NC=C1)CCN(C3)C(=O)OCC3=CC=CC=C3 ((E)-benzyl 8-chloro-5-(2-(pyridin-4-yl)prop-1-enyl)-3,4-dihydro-1H-pyrido[4,3-b]indole-2(5H)-carboxylate). As a reaction SMILES: Br[CH:2]=[C:3]([C:5]1[CH:10]=[CH:9][N:8]=[CH:7][CH:6]=1)[CH3:4].P([O-])([O-])([O-])=O.[K+].[K+].[K+].N1CCC[C@H]1C(O)=O.[Cl:27][C:28]1[CH:36]=[CH:35][C:34]2[NH:33][C:32]3[CH2:37][CH2:38][N:39]([C:41]([O:43][CH2:44][C:45]4[CH:50]=[CH:49][CH:48]=[CH:47][CH:46]=4)=[O:42])[CH2:40][C:31]=3[C:30]=2[CH:29]=1>CN(C=O)C.[Cu]I>[Cl:27][C:28]1[CH:36]=[CH:35][C:34]2[N:33](/[CH:2]=[C:3](/[C:5]3[CH:10]=[CH:9][N:8]=[CH:7][CH:6]=3)\[CH3:4])[C:32]3[CH2:37][CH2:38][N:39]([C:41]([O:43][CH2:44][C:45]4[CH:50]=[CH:49][CH:48]=[CH:47][CH:46]=4)=[O:42])[CH2:40][C:31]=3[C:30]=2[CH:29]=1 |f:1.2.3.4|. Reported procedure: 4-(1-Bromoprop-1-en-2-yl)pyridine (237 mg, 1.2 mmol) was dissolved in DMF and potassium phosphate (424 mg, 2 mmol) was added followed by the addition of copper (I)iodide (19 mg, 0.1 mmol) and L-proline (23 mg, 0.2 mmol). Benzyl 8-chloro-3,4-dihydro-1H-pyrido[4,3-b]indole-2(5H)-carboxylate (340 mg, 1 mmol) was added and nitrogen gas purged for 2 min. The reaction mixture was heated at 80° C. overnight. The reaction mixture was cooled to RT and water (20 mL) was added. The compound was extracted w... The reactants are [Hg], CCc1c(I)c(C(C)=O)c(I)c(-c2ccc(C(=O)O)c([N+](=O)[O-])c2)c1I, [Zn]. The product is CCc1c(I)c(CC)c(I)c(-c2ccc(C(=O)O)c([N+](=O)[O-])c2)c1I. Reaction SMILES: [Hg:27].[I:1][c:2]1[c:3](-[c:15]2[cH:16][c:17]([N+:24](=[O:25])[O-:26])[c:18]([C:21](=[O:22])[OH:23])[cH:19][cH:20]2)[c:4]([I:14])[c:5]([C:11]([CH3:12])=[O:13])[c:6]([I:10])[c:7]1[CH2:8][CH3:9].[Zn:28]>>[I:1][c:2]1[c:3](-[c:15]2[cH:16][c:17]([N+:24](=[O:25])[O-:26])[c:18]([C:21](=[O:22])[OH:23])[cH:19][cH:20]2)[c:4]([I:14])[c:5]([CH2:11][CH3:12])[c:6]([I:10])[c:7]1[CH2:8][CH3:9]. Starting materials: CS(=O)c1nccc(-c2n[nH]c3nc(NC4CCC(NC(=O)OC(C)(C)C)CC4)ncc23)n1, NCc1cccc(Cl)c1. Product: CC(C)(C)OC(=O)NC1CCC(Nc2ncc3c(-c4ccnc(NCc5cccc(Cl)c5)n4)n[nH]c3n2)CC1. Reaction SMILES: [C:1]([CH3:2])([CH3:3])([CH3:4])[O:5][C:6]([NH:7][CH:8]1[CH2:9][CH2:10][CH:11]([NH:14][c:15]2[n:16][cH:17][c:18]3[c:19]([n:20]2)[nH:21][n:22][c:23]3-[c:24]2[n:25][c:26]([S:30]([CH3:31])=[O:32])[n:27][cH:28][cH:29]2)[CH2:12][CH2:13]1)=[O:33].[Cl:34][c:35]1[cH:36][c:37]([CH2:38][NH2:39])[cH:40][cH:41][cH:42]1>>[C:1]([CH3:2])([CH3:3])([CH3:4])[O:5][C:6]([NH:7][CH:8]1[CH2:9][CH2:10][CH:11]([NH:14][c:15]2[n:16][cH:17][c:18]3[c:19]([n:20]2)[nH:21][n:22][c:23]3-[c:24]2[n:25][c:26]([NH:39][CH2:38][c:37]3[cH:36][c:35]([Cl:34])[cH:42][cH:41][cH:40]3)[n:27][cH:28][cH:29]2)[CH2:12][CH2:13]1)=[O:33].